describe an organic reaction: reactants, conditions, products, and yield From a dataset of the Open Reaction Database (ORD), a public repository of structured organic reaction records. Reactants: C(CCCCCC)N(C(CC1=CC=C(OCC2=C(C(=O)OC)C=CC=C2)C=C1)=O)CCC1=CC=CC=C1 (Methyl 2-[(4-{2-[heptyl(2-phenylethyl)amino]-2-oxoethyl}phenoxy)methyl]benzoate), [OH-].[K+] (potassium hydroxide). The solvent is CCO (EtOH). Product: C(CCCCCC)N(C(CC1=CC=C(OCC2=C(C(=O)O)C=CC=C2)C=C1)=O)CCC1=CC=CC=C1 (2-[(4-{2-[heptyl(2-phenylethyl)amino]-2-oxoethyl}-phenoxy)methyl]benzoic acid). The yield is 30.3%. As a reaction SMILES: [CH2:1]([N:8]([CH2:30][CH2:31][C:32]1[CH:37]=[CH:36][CH:35]=[CH:34][CH:33]=1)[C:9](=[O:29])[CH2:10][C:11]1[CH:28]=[CH:27][C:14]([O:15][CH2:16][C:17]2[CH:26]=[CH:25][CH:24]=[CH:23][C:18]=2[C:19]([O:21]C)=[O:20])=[CH:13][CH:12]=1)[CH2:2][CH2:3][CH2:4][CH2:5][CH2:6][CH3:7].[OH-].[K+]>CCO>[CH2:1]([N:8]([CH2:30][CH2:31][C:32]1[CH:37]=[CH:36][CH:35]=[CH:34][CH:33]=1)[C:9](=[O:29])[CH2:10][C:11]1[CH:12]=[CH:13][C:14]([O:15][CH2:16][C:17]2[CH:26]=[CH:25][CH:24]=[CH:23][C:18]=2[C:19]([OH:21])=[O:20])=[CH:27][CH:28]=1)[CH2:2][CH2:3][CH2:4][CH2:5][CH2:6][CH3:7] |f:1.2|. Procedure details: Methyl 2-[(4-{2-[heptyl(2-phenylethyl)amino]-2-oxoethyl}phenoxy)methyl]benzoate (0.146 g, 0.291 mmol) was dissolved in EtOH (5 ml, 95%), potassium hydroxide (0.025 g, 0.437 mmol) was added. The reaction was performed in an single node microwave oven (7 min, 150° C.). Work-up was by removing the solvent by evaporation and addition of HCl (2 ml, 1 M). The water-phase was extracted with two portions of EtOAc (20 ml) and the organic phase was dried (MgSO4) and the solvent was removed by evaporation.... The reactants are C1(=CC=CC=C1)C1(OC1C)C1=CC=CC=C1 (2,2-diphenyl-3-methyloxirane), [N-]=[N+]=[N-].[Na+] (NaN3). Solvent: CN(C=O)C.O (N,N-dimethylformamide water). Yields the product N(=[N+]=[N-])C(C(O)(C1=CC=CC=C1)C1=CC=CC=C1)C (2-azido-1,1-diphenylpropanol). The yield is 69.7%. RXN SMILES: [C:1]1([C:7]2([C:11]3[CH:16]=[CH:15][CH:14]=[CH:13][CH:12]=3)[CH:9]([CH3:10])[O:8]2)[CH:6]=[CH:5][CH:4]=[CH:3][CH:2]=1.[N-:17]=[N+:18]=[N-:19].[Na+]>CN(C)C=O.O>[N:17]([CH:9]([CH3:10])[C:7]([C:11]1[CH:16]=[CH:15][CH:14]=[CH:13][CH:12]=1)([C:1]1[CH:6]=[CH:5][CH:4]=[CH:3][CH:2]=1)[OH:8])=[N+:18]=[N-:19] |f:1.2,3.4|. Procedure details: A solution of 9.35 g (44.5 mmol) 2,2-diphenyl-3-methyloxirane and 9.00 g (138 mmol) NaN3 in 100 ml of 2:1 N,N-dimethylformamide-water was heated at reflux for 72 hours. The solution was concentrated and the residue was partitioned between ether and water. The ether layer was washed with NaHCO3, then water, dried over Na2SO4 and concentrated. HPLC (5% EtOAc-hexane) afforded 7.86 g (70%) of 2-azido-1,1-diphenylpropanol as a clean oil. Reactants: CCc1nc2cc(C(C)=O)ccc2n1-c1ccc(CCNC(=O)NS(=O)(=O)c2ccc(C)cc2)cc1, C1CCOC1, O. Product: CCc1nc2cc(C(C)(C)O)ccc2n1-c1ccc(CCNC(=O)NS(=O)(=O)c2ccc(C)cc2)cc1. As a reaction SMILES: [C:1]([CH3:2])(=[O:3])[c:4]1[cH:5][c:6]2[c:7]([n:8](-[c:13]3[cH:14][cH:15][c:16]([CH2:19][CH2:20][NH:21][C:22](=[O:23])[NH:24][S:25](=[O:26])(=[O:27])[c:28]4[cH:29][cH:30][c:31]([CH3:34])[cH:32][cH:33]4)[cH:17][cH:18]3)[c:9]([CH2:11][CH3:12])[n:10]2)[cH:35][cH:36]1.[O:38]1[CH2:39][CH2:42][CH2:41][CH2:40]1.[OH2:37]>>[C:1]([CH3:2])([OH:3])([c:4]1[cH:5][c:6]2[c:7]([n:8](-[c:13]3[cH:14][cH:15][c:16]([CH2:19][CH2:20][NH:21][C:22](=[O:23])[NH:24][S:25](=[O:26])(=[O:27])[c:28]4[cH:29][cH:30][c:31]([CH3:34])[cH:32][cH:33]4)[cH:17][cH:18]3)[c:9]([CH2:11][CH3:12])[n:10]2)[cH:35][cH:36]1)[CH3:39].